From a dataset of the Open Reaction Database (ORD), a public repository of structured organic reaction records. describe an organic reaction: reactants, conditions, products, and yield Starting materials: FC1=C(C=CC=C1)C=1OC(C(CN1)O)C1=CC=CC=C1 ((5RS, 6SR)-2-(2-fluorophenyl)-6-phenyl-5,6-dihydro-4H-1,3-oxazin-5-ol), C1(=CC=CC=C1)/C(=C/CNC(C1=CC=CC=C1)=O)/C ((E)-N-(3-phenyl-2-buten-1-yl)benzamide). Yields the product CC1(C(CN=C(O1)C1=CC=CC=C1)O)C1=CC=CC=C1 ((5RS, 6SR)-6-methyl-2,6-diphenyl-5,6-dihydro-4H-1,3-oxazin-5-ol). RXN SMILES: F[C:2]1[CH:7]=[CH:6][CH:5]=[CH:4][C:3]=1[C:8]1[O:9][CH:10]([C:15]2[CH:20]=[CH:19][CH:18]=[CH:17][CH:16]=2)[CH:11]([OH:14])[CH2:12][N:13]=1.[C:21]1(/C(/C)=C/CNC(=O)C2C=CC=CC=2)C=CC=CC=1>>[CH3:21][C:10]1([C:15]2[CH:20]=[CH:19][CH:18]=[CH:17][CH:16]=2)[O:9][C:8]([C:3]2[CH:4]=[CH:5][CH:6]=[CH:7][CH:2]=2)=[N:13][CH2:12][CH:11]1[OH:14]. Procedure: (5RS, 6SR)-6-Methyl-2,6-diphenyl-5,6-dihydro-4H-1,3-oxazin-5-ol may be obtained in the following manner: working as in Example 22 for the preparation of (5RS, 6SR)-2-(2-fluorophenyl)-6-phenyl-5,6-dihydro-4H-1,3-oxazin-5-ol, but starting with (E)-N-(3-phenyl-2-buten-1-yl)benzamide (4.2 g), a 0.35 M solution (48 cc) of 3-chloroperbenzoic acid in dichloromethane and boron trifluoride etherate (2.6 g), and after purification of the oil obtained by chromatography on a column (height: 35 cm; diameter:... Procedure details: To a solution of 7-chloro-5-(2-methanesulfonyloxyethyl)-1-[6-(2-chlorobenzoylamino)nicotinoyl]-2,3,4,5-tetrahydro-1H-benzazepine (0.4 g) in dimethylformamide (5 ml) are added pyrrolidine (0.09 ml), sodium iodide (0.14 g) and potassium carbonate (0.15 g), and the mixture is stirred at 110° C. for 2 hours. Water is added to the reaction solution, and the mixture is extracted with dichloromethane. The extract is washed with water, dried over magnesium sulfate, and evaporated under reduced pressure ... Product: ClC=1C=CC2=C(C(CCCN2C(C2=CN=C(C=C2)NC(C2=C(C=CC=C2)Cl)=O)=O)CCN2CCCC2)C1 (7-chloro-5-[2-(1-pyrrolidinyl)ethyl]-1-[6-(2-chlorobenzoylamino)nicotinoyl]-2,3,4,5-tetrahydro-1H-benzazepine). Conditions: temperature 110 celsius, time 2 hour. Run in O (Water), CN(C=O)C (dimethylformamide). Reactants: ClC=1C=CC2=C(C(CCCN2C(C2=CN=C(C=C2)NC(C2=C(C=CC=C2)Cl)=O)=O)CCOS(=O)(=O)C)C1 (7-chloro-5-(2-methanesulfonyloxyethyl)-1-[6-(2-chlorobenzoylamino)nicotinoyl]-2,3,4,5-tetrahydro-1H-benzazepine), N1CCCC1 (pyrrolidine), [I-].[Na+] (sodium iodide), C([O-])([O-])=O.[K+].[K+] (potassium carbonate). As a reaction SMILES: [Cl:1][C:2]1[CH:3]=[CH:4][C:5]2[N:11]([C:12](=[O:29])[C:13]3[CH:18]=[CH:17][C:16]([NH:19][C:20](=[O:28])[C:21]4[CH:26]=[CH:25][CH:24]=[CH:23][C:22]=4[Cl:27])=[N:15][CH:14]=3)[CH2:10][CH2:9][CH2:8][CH:7]([CH2:30][CH2:31]OS(C)(=O)=O)[C:6]=2[CH:37]=1.[NH:38]1[CH2:42][CH2:41][CH2:40][CH2:39]1.[I-].[Na+].C(=O)([O-])[O-].[K+].[K+]>CN(C)C=O.O>[Cl:1][C:2]1[CH:3]=[CH:4][C:5]2[N:11]([C:12](=[O:29])[C:13]3[CH:18]=[CH:17][C:16]([NH:19][C:20](=[O:28])[C:21]4[CH:26]=[CH:25][CH:24]=[CH:23][C:22]=4[Cl:27])=[N:15][CH:14]=3)[CH2:10][CH2:9][CH2:8][CH:7]([CH2:30][CH2:31][N:38]3[CH2:42][CH2:41][CH2:40][CH2:39]3)[C:6]=2[CH:37]=1 |f:2.3,4.5.6|. Reactants: [H-].[Al+3].[Li+].[H-].[H-].[H-] (lithium aluminium hydride), Cl (HCl), C(C)OC(C1=C(N=C(C=C1)C1=CC=C(C=C1)F)C)=O (6-(4-Fluoro-phenyl)-2-methyl-nicotinic acid ethyl ester), [Cl-].[Na+] (sodium chloride). Run in O1CCCC1 (tetrahydrofuran). Run at time 20 minute. Product: FC1=CC=C(C=C1)C1=CC=C(C(=N1)C)CO ([6-(4-Fluor-phenyl)-2-methyl-pyridin-3-yl]-methanol). As a reaction SMILES: [H-].[Al+3].[Li+].[H-].[H-].[H-].C([O:9][C:10](=O)[C:11]1[CH:16]=[CH:15][C:14]([C:17]2[CH:22]=[CH:21][C:20]([F:23])=[CH:19][CH:18]=2)=[N:13][C:12]=1[CH3:24])C.[Cl-].[Na+].Cl>O1CCCC1>[F:23][C:20]1[CH:21]=[CH:22][C:17]([C:14]2[N:13]=[C:12]([CH3:24])[C:11]([CH2:10][OH:9])=[CH:16][CH:15]=2)=[CH:18][CH:19]=1 |f:0.1.2.3.4.5,7.8|. Procedure details: 4.67 g (123 mmol) lithium aluminium hydride was suspended in 220 ml tetrahydrofuran (THF) and stirred for 20 min. at room temperature. The mixture was cooled to 0° C. and a solution of 15.95 g (61.5 mmol) 6-(4-Fluoro-phenyl)-2-methyl-nicotinic acid ethyl ester (WO 03/068749) in 100 ml added within 15 min. at the same temperature. The mixture was stirred overnight at room temperature (r.t.) and cooled to 0° C. 200 ml of saturated sodium chloride solution were added drop by drop and stirring conti... Starting materials: CSC(=NS(=O)(=O)c1ccccc1)Nc1ccc(C#N)cc1, CCO, NCC(=O)O, [Na+], [OH-], O. Product: N#Cc1ccc(NC(=NS(=O)(=O)c2ccccc2)NCC(=O)O)cc1. RXN SMILES: [C:8](#[N:9])[c:10]1[cH:11][cH:12][c:13]([NH:16][C:17]([S:18][CH3:19])=[N:20][S:21](=[O:22])(=[O:23])[c:24]2[cH:25][cH:26][cH:27][cH:28][cH:29]2)[cH:14][cH:15]1.[CH3:31][CH2:32][OH:33].[NH2:1][CH2:2][C:3]([OH:4])=[O:5].[Na+:7].[OH-:6].[OH2:30]>>[NH:1]([CH2:2][C:3]([OH:4])=[O:5])[C:17]([NH:16][c:13]1[cH:12][cH:11][c:10]([C:8]#[N:9])[cH:15][cH:14]1)=[N:20][S:21](=[O:22])(=[O:23])[c:24]1[cH:25][cH:26][cH:27][cH:28][cH:29]1.